This data is from the Open Reaction Database (ORD), a public repository of structured organic reaction records. The task is: describe an organic reaction: reactants, conditions, products, and yield Starting materials: [H-].[Na+] (Sodium hydride), CI (methyl iodide), C[C@@H]1N(C[C@H](N(C1)CC1=CC=C(C=C1)F)C)[C@@H](C1=CC(=CC=C1)O)C1=CC=C(C(=O)N(CC)CC)C=C1 (4-((alpha-R)-alpha-((2S,5R)-2,5-dimethyl-4-(4-fluorobenzyl)-1-piperazinyl)-3-hydroxybenzyl)-N,N-diethylbenzamide), C[C@@H]1N(C[C@H](N(C1)CC1=CC=C(C=C1)F)C)[C@@H](C1=CC(=CC=C1)O)C1=CC=C(C(=O)N(CC)CC)C=C1 (4-((alpha-R)-alpha-((2 S,5R)-2,5-dimethyl-4-(4-fluorobenzyl)-1-pip erazinyl)-3-hydroxybenzyl)-N,N-diethylbenzamide). Solvent: CCCCC (pentane), O1CCCC1 (tetrahydrofuran). Conditions: time 6 hour. The product is C[C@@H]1N(C[C@H](N(C1)CC1=CC=C(C=C1)F)C)[C@@H](C1=CC(=CC=C1)OC)C1=CC=C(C(=O)N(CC)CC)C=C1 (4-((alpha-R)-alpha-((2S,5R)-2,5-Dimethyl-4-(4-fluorobenzyl)-1-piperazinyl)-3-methoxybenzyl)-N,N-diethylbenzamide). As a reaction SMILES: [H-].[Na+].[CH3:3][C@H:4]1[CH2:9][N:8]([CH2:10][C:11]2[CH:16]=[CH:15][C:14]([F:17])=[CH:13][CH:12]=2)[C@H:7]([CH3:18])[CH2:6][N:5]1[C@H:19]([C:27]1[CH:39]=[CH:38][C:30]([C:31]([N:33]([CH2:36][CH3:37])[CH2:34][CH3:35])=[O:32])=[CH:29][CH:28]=1)[C:20]1[CH:25]=[CH:24][CH:23]=[C:22]([OH:26])[CH:21]=1.[CH3:40]I>CCCCC.O1CCCC1>[CH3:3][C@H:4]1[CH2:9][N:8]([CH2:10][C:11]2[CH:12]=[CH:13][C:14]([F:17])=[CH:15][CH:16]=2)[C@H:7]([CH3:18])[CH2:6][N:5]1[C@H:19]([C:27]1[CH:28]=[CH:29][C:30]([C:31]([N:33]([CH2:36][CH3:37])[CH2:34][CH3:35])=[O:32])=[CH:38][CH:39]=1)[C:20]1[CH:25]=[CH:24][CH:23]=[C:22]([O:26][CH3:40])[CH:21]=1 |f:0.1|. Procedure details: Sodium hydride (60% dispersion in oil, 400 mg (240 mg NaH, 10 mmol)) was washed with pentane (2×7 mL), and tetrahydrofuran (10 mL) was added. The product from Example 11, 4-((alpha-R)-alpha-((2 S,5R)-2,5-dimethyl-4-(4-fluorobenzyl)-1-pip erazinyl)-3-hydroxybenzyl)-N,N-diethylbenzamide (1.007 g, 2.0 mmol) was dissolved in the stirred suspension, and when effervescence had subsided, methyl iodide (249 δ L, 568 mg, 4 mmol) was added. The reaction mixture was sealed under nitrogen and stirred for 6 ... Reactants: C1(CCCC1)OC=1C=C(C=CC1OC)[C@@H]1CN(C[C@H]1C(=O)OC)CC1=CC=CC=C1 (trans-3-(3-Cyclopentoxy-4-methoxyphenyl)-4-methoxycarbonyl-1-(phenylmethyl)pyrrolidine), ClC(=O)OCC1=CC=CC=C1 (benzyl chloroformate). The reagents and catalysts are [Pd] (Pd/C), CN(C)C=1C=CN=CC1 (DMAP). The solvent is CO (methanol), C(=O)O (HCO2H), C(Cl)Cl (CH2Cl2), CO (methanol). Yields the product C1(CCCC1)OC=1C=C(C=CC1OC)[C@@H]1CN(C[C@H]1C(=O)OC)C(=O)OCC1=CC=CC=C1 (trans-3-(3-cyclopentoxy-4-methoxyphenyl)-4-methoxycarbonyl-1-(phenylmethoxycarbonyl)pyrrolidine). Yield: 39.4%. RXN SMILES: [CH:1]1([O:6][C:7]2[CH:8]=[C:9]([C@H:15]3[C@H:19]([C:20]([O:22][CH3:23])=[O:21])[CH2:18][N:17](CC4C=CC=CC=4)[CH2:16]3)[CH:10]=[CH:11][C:12]=2[O:13][CH3:14])[CH2:5][CH2:4][CH2:3][CH2:2]1.Cl[C:32]([O:34][CH2:35][C:36]1[CH:41]=[CH:40][CH:39]=[CH:38][CH:37]=1)=[O:33]>C(O)=O.CO.C(Cl)Cl.CN(C1C=CN=CC=1)C.[Pd]>[CH:1]1([O:6][C:7]2[CH:8]=[C:9]([C@H:15]3[C@H:19]([C:20]([O:22][CH3:23])=[O:21])[CH2:18][N:17]([C:32]([O:34][CH2:35][C:36]4[CH:41]=[CH:40][CH:39]=[CH:38][CH:37]=4)=[O:33])[CH2:16]3)[CH:10]=[CH:11][C:12]=2[O:13][CH3:14])[CH2:2][CH2:3][CH2:4][CH2:5]1. Procedure details: trans-3-(3-Cyclopentoxy-4-methoxyphenyl)-4-methoxycarbonyl-1-(phenylmethyl)pyrrolidine (3.1 g, 7.5 mmol) was dissolved in 50 mL of 4% HCO2H:methanol. While stirring at room temperature, 10% Pd/C (400 mg) was added in small portions. After 16 hrs the reaction was diluted with methanol. Filtration through Celite followed by concentration under reduced pressure yielded a yellow oil residue. This residue was dissolved in CH2Cl2 and DMAP (1.19 g, 9.75 mmol) and benzyl chloroformate (1.5 g, 8.2 mmol) ... Reactants: C1COCCO1, [F-], CC(C)(C)OC(=O)n1c(-c2ccc(OS(=O)(=O)C(F)(F)F)c3c2C(=O)NC3)cc2cc(CN3CCCCC3)ccc21, [NH4+], CCCC[Sn](CO)(CCCC)CCCC, c1ccc(P(c2ccccc2)(c2ccccc2)[Pd](P(c2ccccc2)(c2ccccc2)c2ccccc2)(P(c2ccccc2)(c2ccccc2)c2ccccc2)P(c2ccccc2)(c2ccccc2)c2ccccc2)cc1. The product is CC(C)(C)OC(=O)n1c(-c2ccc(CO)c3c2C(=O)NC3)cc2cc(CN3CCCCC3)ccc21. Reaction SMILES: [CH2:59]1[O:60][CH2:61][CH2:62][O:63][CH2:64]1.[F-:57].[F:1][C:2]([F:3])([F:4])[S:5]([O:6][c:7]1[c:8]2[c:12]([c:13](-[c:16]3[n:17]([C:32](=[O:33])[O:34][C:35]([CH3:36])([CH3:37])[CH3:38])[c:18]4[cH:19][cH:20][c:21]([CH2:25][N:26]5[CH2:27][CH2:28][CH2:29][CH2:30][CH2:31]5)[cH:22][c:23]4[cH:24]3)[cH:14][cH:15]1)[C:11](=[O:39])[NH:10][CH2:9]2)(=[O:40])=[O:41].[NH4+:58].[OH:42][CH2:43][Sn:44]([CH2:45][CH2:46][CH2:47][CH3:48])([CH2:49][CH2:50][CH2:51][CH3:52])[CH2:53][CH2:54][CH2:55][CH3:56].[cH:65]1[cH:66][cH:67][c:68]([P:69]([Pd:70]([P:71]([c:72]2[cH:73][cH:74][cH:75][cH:76][cH:77]2)([c:78]2[cH:79][cH:80][cH:81][cH:82][cH:83]2)[c:84]2[cH:85][cH:86][cH:87][cH:88][cH:89]2)([P:90]([c:91]2[cH:92][cH:93][cH:94][cH:95][cH:96]2)([c:97]2[cH:98][cH:99][cH:100][cH:101][cH:102]2)[c:103]2[cH:104][cH:105][cH:106][cH:107][cH:108]2)[P:109]([c:110]2[cH:111][cH:112][cH:113][cH:114][cH:115]2)([c:116]2[cH:117][cH:118][cH:119][cH:120][cH:121]2)[c:122]2[cH:123][cH:124][cH:125][cH:126][cH:127]2)([c:128]2[cH:129][cH:130][cH:131][cH:132][cH:133]2)[c:134]2[cH:135][cH:136][cH:137][cH:138][cH:139]2)[cH:140][cH:141]1>>[c:7]1([CH2:43][OH:42])[c:8]2[c:12]([c:13](-[c:16]3[n:17]([C:32](=[O:33])[O:34][C:35]([CH3:36])([CH3:37])[CH3:38])[c:18]4[cH:19][cH:20][c:21]([CH2:25][N:26]5[CH2:27][CH2:28][CH2:29][CH2:30][CH2:31]5)[cH:22][c:23]4[cH:24]3)[cH:14][cH:15]1)[C:11](=[O:39])[NH:10][CH2:9]2. Starting materials: CC#N, Cc1csc2ccc(F)cc12, O=C1CCC(=O)N1Br, O. Product: Cc1c(Br)sc2ccc(F)cc12. Reaction SMILES: [CH3:20][C:21]#[N:22].[F:1][c:2]1[cH:3][c:4]2[c:5]([s:6][cH:7][c:8]2[CH3:9])[cH:10][cH:11]1.[O:12]=[C:13]1[N:14]([Br:19])[C:15](=[O:16])[CH2:17][CH2:18]1.[OH2:23]>>[F:1][c:2]1[cH:3][c:4]2[c:5]([s:6][c:7]([Br:19])[c:8]2[CH3:9])[cH:10][cH:11]1. Starting materials: O=C1CN(c2ccc(-n3cc(-c4ccc(Cl)cc4Cl)nc3Cc3ccc(-c4ccc(N5CCNCC5)cc4)cc3)cc2)S(=O)(=O)N1, CC(C)(C)COC(=O)Cl. Yields the product CC(C)(C)COC(=O)N1CCN(c2ccc(-c3ccc(Cc4nc(-c5ccc(Cl)cc5Cl)cn4-c4ccc(N5CC(=O)NS5(=O)=O)cc4)cc3)cc2)CC1. As a reaction SMILES: [Cl:1][c:2]1[c:3](-[c:9]2[n:10][c:11]([CH2:28][c:29]3[cH:30][cH:31][c:32](-[c:35]4[cH:36][cH:37][c:38]([N:41]5[CH2:42][CH2:43][NH:44][CH2:45][CH2:46]5)[cH:39][cH:40]4)[cH:33][cH:34]3)[n:12](-[c:14]3[cH:15][cH:16][c:17]([N:20]4[CH2:21][C:22](=[O:27])[NH:23][S:24]4(=[O:25])=[O:26])[cH:18][cH:19]3)[cH:13]2)[cH:4][cH:5][c:6]([Cl:8])[cH:7]1.[Cl:47][C:48](=[O:49])[O:50][CH2:51][C:52]([CH3:53])([CH3:54])[CH3:55]>>[Cl:1][c:2]1[c:3](-[c:9]2[n:10][c:11]([CH2:28][c:29]3[cH:30][cH:31][c:32](-[c:35]4[cH:36][cH:37][c:38]([N:41]5[CH2:42][CH2:43][N:44]([C:48](=[O:49])[O:50][CH2:51][C:52]([CH3:53])([CH3:54])[CH3:55])[CH2:45][CH2:46]5)[cH:39][cH:40]4)[cH:33][cH:34]3)[n:12](-[c:14]3[cH:15][cH:16][c:17]([N:20]4[CH2:21][C:22](=[O:27])[NH:23][S:24]4(=[O:25])=[O:26])[cH:18][cH:19]3)[cH:13]2)[cH:4][cH:5][c:6]([Cl:8])[cH:7]1. Starting materials: CC(=CCC/C(=C/CCC(=O)C)/C)C (trans-geranylacetone), C(=C)Br (vinyl bromide), [Mg] (magnesium). The solvent is O1CCCC1 (tetrahydrofuran). Product: CC(=CCC/C(=C/CCC(C)(C=C)O)/C)C (trans-nerolidol), Grignard reagent. As a reaction SMILES: [CH3:1][C:2]([CH3:14])=[CH:3][CH2:4][CH2:5]/[C:6](/[CH3:13])=[CH:7]/[CH2:8][CH2:9][C:10]([CH3:12])=[O:11].[Mg].[CH:16](Br)=[CH2:17]>O1CCCC1>[CH3:1][C:2]([CH3:14])=[CH:3][CH2:4][CH2:5]/[C:6](/[CH3:13])=[CH:7]/[CH2:8][CH2:9][C:10]([OH:11])([CH:16]=[CH2:17])[CH3:12]. Procedure: According to the method reported by A. Ofner et al. in Helv. Chim. Acta., 42 2577- 2584 (1959), cis- or trans-nerolidol was prepared respectively from cis- or trans-geranylacetone. That is, in 420 ml of tetrahydrofuran was placed 12.5 g of freshly-prepared metallic magnesium turnings and 60 g of vinyl bromide was added dropwise thereto under water cooling to form a Grignard reagent. 50 g cis- or trans-geranylacetone was added dropwise thereto at 25° C. The reaction mixture was neutralized with a...